This data is from the Open Reaction Database (ORD), a public repository of structured organic reaction records. The task is: describe an organic reaction: reactants, conditions, products, and yield The reactants are ClC1=CC(=C(N=N1)OC)I (6-Chloro-4-iodo-3-methoxypyridazine), CC1(C2=C(C(=CC=C2)P(C3=CC=CC=C3)C4=CC=CC=C4)OC5=C(C=CC=C51)P(C6=CC=CC=C6)C7=CC=CC=C7)C (Xantphos), NC1=NC=NC=C1 (4-aminopyrimidine), [O-]C1=CC=CC=C1.[Na+] (sodium phenoxide). Reagents/catalysts: C=1C=CC(=CC1)/C=C/C(=O)/C=C/C2=CC=CC=C2.C=1C=CC(=CC1)/C=C/C(=O)/C=C/C2=CC=CC=C2.C=1C=CC(=CC1)/C=C/C(=O)/C=C/C2=CC=CC=C2.[Pd].[Pd] (Pd2(dba)3). Reaction conditions: temperature 100 celsius. The product is ClC1=CC(=C(N=N1)OC)NC1=NC=NC=C1 (6-Chloro-3-methoxy-N-(pyrimidin-4-yl)pyridazin-4-amine). Reaction SMILES: [Cl:1][C:2]1[N:7]=[N:6][C:5]([O:8][CH3:9])=[C:4](I)[CH:3]=1.[NH2:11][C:12]1[CH:17]=[CH:16][N:15]=[CH:14][N:13]=1.[O-]C1C=CC=CC=1.[Na+].CC1(C)C2C(=C(P(C3C=CC=CC=3)C3C=CC=CC=3)C=CC=2)OC2C(P(C3C=CC=CC=3)C3C=CC=CC=3)=CC=CC1=2>C1C=CC(/C=C/C(/C=C/C2C=CC=CC=2)=O)=CC=1.C1C=CC(/C=C/C(/C=C/C2C=CC=CC=2)=O)=CC=1.C1C=CC(/C=C/C(/C=C/C2C=CC=CC=2)=O)=CC=1.[Pd].[Pd]>[Cl:1][C:2]1[N:7]=[N:6][C:5]([O:8][CH3:9])=[C:4]([NH:11][C:12]2[CH:17]=[CH:16][N:15]=[CH:14][N:13]=2)[CH:3]=1 |f:2.3,5.6.7.8.9|. Procedure details: In a dried pressure flask was placed compound 2 (1.0 g, 3.70 mmol), 4-aminopyrimidine (352 mg, 3.7 mmol), sodium phenoxide (860 mg, 7.4 mmol), Pd2(dba)3 (170 mg, 5 mol %), and Xantphos (150 mg, 7 mol %). The flask was evacuated and filled with N2 3× and then 20 mL anhydrous dioxane was added, The mixture was heated at 100° C. for 12 hours. The cooled mixture was diluted with ethyl acetate and water, filtered, separated, the ethyl acetate layer extracted 1× with ethyl acetate, the combined ethyl ...